describe an organic reaction: reactants, conditions, products, and yield From a dataset of the Open Reaction Database (ORD), a public repository of structured organic reaction records. Reactants: CC(C)(C)OC(=O)N1CC(O)C(c2ccc(OCCCOCc3ccccc3)cc2)C(CO)C1, ClC(c1ccccc1)(c1ccccc1)c1ccccc1, c1ccncc1. Yields the product CC(C)(C)OC(=O)N1CC(O)C(c2ccc(OCCCOCc3ccccc3)cc2)C(COC(c2ccccc2)(c2ccccc2)c2ccccc2)C1. RXN SMILES: [CH2:1]([c:2]1[cH:3][cH:4][cH:5][cH:6][cH:7]1)[O:8][CH2:9][CH2:10][CH2:11][O:12][c:13]1[cH:14][cH:15][c:16]([CH:19]2[CH:20]([OH:34])[CH2:21][N:22]([C:27](=[O:28])[O:29][C:30]([CH3:31])([CH3:32])[CH3:33])[CH2:23][CH:24]2[CH2:25][OH:26])[cH:17][cH:18]1.[c:35]1([C:41]([Cl:42])([c:43]2[cH:44][cH:45][cH:46][cH:47][cH:48]2)[c:49]2[cH:50][cH:51][cH:52][cH:53][cH:54]2)[cH:36][cH:37][cH:38][cH:39][cH:40]1.[cH:55]1[cH:56][cH:57][n:58][cH:59][cH:60]1>>[CH2:1]([c:2]1[cH:3][cH:4][cH:5][cH:6][cH:7]1)[O:8][CH2:9][CH2:10][CH2:11][O:12][c:13]1[cH:14][cH:15][c:16]([CH:19]2[CH:20]([OH:34])[CH2:21][N:22]([C:27](=[O:28])[O:29][C:30]([CH3:31])([CH3:32])[CH3:33])[CH2:23][CH:24]2[CH2:25][O:26][C:41]([c:35]2[cH:36][cH:37][cH:38][cH:39][cH:40]2)([c:43]2[cH:44][cH:45][cH:46][cH:47][cH:48]2)[c:49]2[cH:50][cH:51][cH:52][cH:53][cH:54]2)[cH:17][cH:18]1.